Dataset: the Open Reaction Database (ORD), a public repository of structured organic reaction records. Task: describe an organic reaction: reactants, conditions, products, and yield Reactants: ICCC1CCC2(OCCO2)CC1 (8-(2-iodoethyl)-1,4-dioxaspiro[4,5]decane), CN(C)C=O (DMF), CCCCCCC (heptane), CC(C)([O-])C.[K+] (potassium t-butoxide). The solvent is O (water). Run at temperature 3 celsius, time 2 hour. The product is C(=C)C1CCC2(OCCO2)CC1 (8-vinyl-1,4-dioxaspiro[4,5]decane). The yield is 78.0%. Reaction SMILES: I[CH2:2][CH2:3][CH:4]1[CH2:13][CH2:12][C:7]2([O:11][CH2:10][CH2:9][O:8]2)[CH2:6][CH2:5]1.CN(C=O)C.CC(C)([O-])C.[K+].CCCCCCC>O>[CH:3]([CH:4]1[CH2:13][CH2:12][C:7]2([O:8][CH2:9][CH2:10][O:11]2)[CH2:6][CH2:5]1)=[CH2:2] |f:2.3|. Procedure: 233.0 g of the compound (21) and 800 mL of DMF were added to a reactor under nitrogen atmosphere, and stirred at 3° C. under cooling with ice. 92.9 g of potassium t-butoxide (t-BuOK) was added thereto by dividing into 10 portions at a temperature range of from 3 to 10° C. over 2 hours, followed by further stirring at 0° C. for 3 hours. After confirming that the reaction had been completed by GC analysis, the reaction mixture was poured into and mixed with a mixture of 1,500 mL of heptane and 1,5... Starting materials: CCO, CCN1CC(O)C(N(C)C(=O)c2ccc(Cl)cc2)C1, [H][H]. Product: Cl, CCN1CC(O)C(N(C)C(=O)c2ccccc2)C1. RXN SMILES: [CH3:22][CH2:23][OH:24].[Cl:1][c:2]1[cH:3][cH:4][c:5]([C:6](=[O:7])[N:8]([CH3:9])[CH:10]2[CH2:11][N:12]([CH2:16][CH3:17])[CH2:13][CH:14]2[OH:15])[cH:18][cH:19]1.[H:20][H:21]>>[ClH:1].[cH:2]1[cH:3][cH:4][c:5]([C:6](=[O:7])[N:8]([CH3:9])[CH:10]2[CH2:11][N:12]([CH2:16][CH3:17])[CH2:13][CH:14]2[OH:15])[cH:18][cH:19]1. Reactants: BrC1=CC(=C(N)C=C1)F (4-bromo-2-fluoroaniline), [OH-].[Na+] (sodium hydroxide), C12CCCC(CCC1)B2 (9-Borabicyclo[3,3,1]nonane), C(=C)C1CCCC1 (vinylcyclopentane). The reagents and catalysts are C1=CC=C(C=C1)P([C-]2C=CC=C2)C3=CC=CC=C3.C1=CC=C(C=C1)P([C-]2C=CC=C2)C3=CC=CC=C3.Cl[Pd]Cl.[Fe+2] (dichloro[1,1′-bis(diphenylphosphino)ferrocene]palladium(II)). Run in C(C)(=O)OCC (ethyl acetate), O1CCCC1 (tetrahydrofuran). Conditions: time 15 hour. The product is C1(CCCC1)CCC1=CC(=C(N)C=C1)F (4-(2-Cyclopentylethyl)-2-fluoroaniline). Yield: 96.8%. Reaction SMILES: C12BC(CCC1)CCC2.[CH:10]([CH:12]1[CH2:16][CH2:15][CH2:14][CH2:13]1)=[CH2:11].Br[C:18]1[CH:24]=[CH:23][C:21]([NH2:22])=[C:20]([F:25])[CH:19]=1.[OH-].[Na+]>O1CCCC1.C1C=CC(P(C2C=CC=CC=2)[C-]2C=CC=C2)=CC=1.C1C=CC(P(C2C=CC=CC=2)[C-]2C=CC=C2)=CC=1.Cl[Pd]Cl.[Fe+2].C(OCC)(=O)C>[CH:12]1([CH2:10][CH2:11][C:18]2[CH:24]=[CH:23][C:21]([NH2:22])=[C:20]([F:25])[CH:19]=2)[CH2:16][CH2:15][CH2:14][CH2:13]1 |f:3.4,6.7.8.9|. Procedure details: 9-Borabicyclo[3,3,1]nonane (9-BBN) (tetrahydrofuran solution, 0.5 mol/L, 33 mL, 16.5 mmol) was added dropwise to a solution of vinylcyclopentane (1.59 g, 16.5 mmol) in tetrahydrofuran (7.5 mL) at 0° C. under a nitrogen atomosphere. The mixture was warmed gradually to room temperature and stirred for 15 hr. To the reaction mixture were added dichloro[1,1′-bis(diphenylphosphino)ferrocene]palladium(II) (367 mg, 0.45 mmol), 4-bromo-2-fluoroaniline (2.85 g, 15.0 mmol) and 3 mol/L aqueous sodium hydro... Starting materials: [OH-].[Na+] (Sodium hydroxide), C(C)(C)(C)OC(=O)N[C@@H](CC1=CNC2=CC=CC=C12)C(=O)O (N-tert-butoxycarbonyl-L-tryptophan), ICC (iodoethane). Reagents/catalysts: S(=O)(=O)(O)[O-].C(CCC)[N+](CCCC)(CCCC)CCCC (tetra-n-butylammonium hydrogensulfate). The solvent is C(Cl)Cl (methylene chloride). Run at time 64 hour. The product is C(C)(C)(C)OC(=O)N[C@@H](CC1=CN(C2=CC=CC=C12)CC)C(=O)O (N-tert-Butoxycarbonyl-1-Ethyl-L-Tryptophan). Isolated yield 52.0%. Reaction SMILES: [OH-].[Na+].[C:3]([O:7][C:8]([NH:10][C@H:11]([C:22]([OH:24])=[O:23])[CH2:12][C:13]1[C:21]2[C:16](=[CH:17][CH:18]=[CH:19][CH:20]=2)[NH:15][CH:14]=1)=[O:9])([CH3:6])([CH3:5])[CH3:4].I[CH2:26][CH3:27]>S([O-])(O)(=O)=O.C([N+](CCCC)(CCCC)CCCC)CCC.C(Cl)Cl>[C:3]([O:7][C:8]([NH:10][C@H:11]([C:22]([OH:24])=[O:23])[CH2:12][C:13]1[C:21]2[C:16](=[CH:17][CH:18]=[CH:19][CH:20]=2)[N:15]([CH2:26][CH3:27])[CH:14]=1)=[O:9])([CH3:6])([CH3:4])[CH3:5] |f:0.1,4.5|. Procedure details: Sodium hydroxide (4.6 g) was finely divided in an argon atmosphere, and thereafter methylene chloride (160 mL), N-tert-butoxycarbonyl-L-tryptophan (10.0 g), iodoethane (13.2 mL), and tetra-n-butylammonium hydrogensulfate (1.1 g) was added thereto, and the mixture was stirred for 64 hours at room temperature. The reaction mixture was washed with a 10% aqueous citric acid solution and saturated sodium chloride solution, and thereafter the organic layer was dried over anhydrous sodium sulfate. The ...